The task is: describe an organic reaction: reactants, conditions, products, and yield. This data is from the Open Reaction Database (ORD), a public repository of structured organic reaction records. Starting materials: CC=1C=C(C(=O)N2C(CC(CC2)=O)CC2=CC=CC=C2)C=C(C1)C ((±)-1-(3,5-dimethylbenzoyl)-2-(phenylmethyl)-4-piperidinone), N1CCC(CC1)=C1C=2N(CCC3=C1C=CC=C3)C=CN2 (6,11-dihydro-11-(4-piperidinylidene)-5H-imidazo[2,1-b][3]benzazepine), S1C=CC=C1 (thiophene). Reagents/catalysts: [Pd] (palladium on activated carbon). Run in CO (methanol). The product is N=1C=CN2C1C(C1=C(CC2)C=CC=C1)=C1CCN(CC1)[C@@H]1C[C@@H](N(CC1)C(C1=CC(=CC(=C1)C)C)=O)CC1=CC=CC=C1 ((±)-cis-4-[4-(5,6-dihydro-11H-imidazo [2,1-b][3]benzazepin-11-ylidene)-1-piperidinyl]-1-(3,5-dimethylbenzoyl)-2-(phenylmethyl)piperidine). Yield: 12.2%. As a reaction SMILES: [CH3:1][C:2]1[CH:3]=[C:4]([CH:21]=[C:22]([CH3:24])[CH:23]=1)[C:5]([N:7]1[CH2:12][CH2:11][C:10](=O)[CH2:9][CH:8]1[CH2:14][C:15]1[CH:20]=[CH:19][CH:18]=[CH:17][CH:16]=1)=[O:6].[NH:25]1[CH2:30][CH2:29][C:28](=[C:31]2[C:37]3[CH:38]=[CH:39][CH:40]=[CH:41][C:36]=3[CH2:35][CH2:34][N:33]3[CH:42]=[CH:43][N:44]=[C:32]23)[CH2:27][CH2:26]1.S1C=CC=C1>CO.[Pd]>[N:44]1[CH:43]=[CH:42][N:33]2[CH2:34][CH2:35][C:36]3[CH:41]=[CH:40][CH:39]=[CH:38][C:37]=3[C:31](=[C:28]3[CH2:27][CH2:26][N:25]([C@H:10]4[CH2:11][CH2:12][N:7]([C:5](=[O:6])[C:4]5[CH:3]=[C:2]([CH3:1])[CH:23]=[C:22]([CH3:24])[CH:21]=5)[C@@H:8]([CH2:14][C:15]5[CH:16]=[CH:17][CH:18]=[CH:19][CH:20]=5)[CH2:9]4)[CH2:30][CH2:29]3)[C:32]=12. Procedure: A mixture of (±)-1-(3,5-dimethylbenzoyl)-2-(phenylmethyl)-4-piperidinone (2.5 g) and 6,11-dihydro-11-(4-piperidinylidene)-5H-imidazo[2,1-b][3]benzazepine (2.1 g) in methanol (150 ml) and a solution of thiophene (4%; 1 ml) was hydrogenated at 50° C. overnight with palladium on activated carbon (10%; 2 g) as a catalyst. After uptake of hydrogen, the catalyst was filtered off and the filtrate was evaporated. The residue was purified by column chromatography over silica gel (eluent: CH2Cl2/ (CH3OH/ ...